This data is from the Open Reaction Database (ORD), a public repository of structured organic reaction records. The task is: describe an organic reaction: reactants, conditions, products, and yield RXN SMILES: [C:35](=[O:36])([O-:37])[O-:38].[CH3:21][C:22]1([CH3:23])[C:24]([CH3:25])([CH3:26])[O:27][B:28]([c:29]2[cH:30][n:31][nH:32][cH:33]2)[O:34]1.[Cl:1][c:2]1[cH:3][c:4]([NH:10][CH2:11][CH2:12][c:13]2[cH:14][cH:15][c:16]([O:19][CH3:20])[cH:17][cH:18]2)[n:5][c:6]([O:8][CH3:9])[n:7]1.[Cs+:39].[Cs+:40]>>[c:2]1(-[c:29]2[cH:30][n:31][nH:32][cH:33]2)[cH:3][c:4]([NH:10][CH2:11][CH2:12][c:13]2[cH:14][cH:15][c:16]([O:19][CH3:20])[cH:17][cH:18]2)[n:5][c:6]([O:8][CH3:9])[n:7]1. The reactants are O=C([O-])[O-], CC1(C)OB(c2cn[nH]c2)OC1(C)C, COc1ccc(CCNc2cc(Cl)nc(OC)n2)cc1, [Cs+], [Cs+]. The product is COc1ccc(CCNc2cc(-c3cn[nH]c3)nc(OC)n2)cc1. The product is N(C1=CC=CC=C1)C(=O)OCCC=1C=C(C=CC1)CC(C(=O)O)OCC (3-(3-{2-[(Anilinocarbonyl)oxy]ethyl}phenyl)-2-ethoxypropanoic acid). Procedure: Using ethyl 2-ethoxy-3-[3-(2-hydroxyethyl)phenyl]propanoate and phenylisocyanate, the title compound was obtained in the same manner as described in Example 160b). Starting materials: C(C)OC(C(=O)OCC)CC1=CC(=CC=C1)CCO (ethyl 2-ethoxy-3-[3-(2-hydroxyethyl)phenyl]propanoate), C1(=CC=CC=C1)N=C=O (phenylisocyanate). RXN SMILES: [CH2:1]([O:3][CH:4]([CH2:10][C:11]1[CH:16]=[CH:15][CH:14]=[C:13]([CH2:17][CH2:18][OH:19])[CH:12]=1)[C:5]([O:7]CC)=[O:6])[CH3:2].[C:20]1([N:26]=[C:27]=[O:28])[CH:25]=[CH:24][CH:23]=[CH:22][CH:21]=1>>[NH:26]([C:27]([O:19][CH2:18][CH2:17][C:13]1[CH:12]=[C:11]([CH2:10][CH:4]([O:3][CH2:1][CH3:2])[C:5]([OH:7])=[O:6])[CH:16]=[CH:15][CH:14]=1)=[O:28])[C:20]1[CH:25]=[CH:24][CH:23]=[CH:22][CH:21]=1.